This data is from the Open Reaction Database (ORD), a public repository of structured organic reaction records. The task is: describe an organic reaction: reactants, conditions, products, and yield Starting materials: FC1=C(C(=CC=C1)F)NC=1N(C2=NC(=NC=C2N1)N[C@@H]1CC[C@H](CC1)O)C1CCCC1 (trans-4-(8-(2,6-Difluorophenylamino)-9-cyclopentyl-9H-purin-2-ylamino)cyclohexanol), C1(CCC(=O)O1)=O (succinic anhydride). Run at time 3 day. The solvent is N1=CC=CC=C1 (pyridine). The product is FC1=C(C(=CC=C1)F)NC=1N(C2=NC(=NC=C2N1)N[C@@H]1CC[C@H](CC1)OC(=O)CCC(=O)O)C1CCCC1 (3-((trans-4-(8-(2,6-Difluorophenylamino)-9-cyclopentyl-9H-purin-2-ylamino)cyclohexyloxy)carbonyl)propanoic acid). RXN SMILES: [F:1][C:2]1[CH:7]=[CH:6][CH:5]=[C:4]([F:8])[C:3]=1[NH:9][C:10]1[N:11]([CH:27]2[CH2:31][CH2:30][CH2:29][CH2:28]2)[C:12]2[C:17]([N:18]=1)=[CH:16][N:15]=[C:14]([NH:19][C@H:20]1[CH2:25][CH2:24][C@H:23]([OH:26])[CH2:22][CH2:21]1)[N:13]=2.[C:32]1(=[O:38])[O:37][C:35](=[O:36])[CH2:34][CH2:33]1>N1C=CC=CC=1>[F:1][C:2]1[CH:7]=[CH:6][CH:5]=[C:4]([F:8])[C:3]=1[NH:9][C:10]1[N:11]([CH:27]2[CH2:31][CH2:30][CH2:29][CH2:28]2)[C:12]2[C:17]([N:18]=1)=[CH:16][N:15]=[C:14]([NH:19][C@H:20]1[CH2:21][CH2:22][C@H:23]([O:26][C:32]([CH2:33][CH2:34][C:35]([OH:37])=[O:36])=[O:38])[CH2:24][CH2:25]1)[N:13]=2. Reported procedure: trans-4-(8-(2,6-Difluorophenylamino)-9-cyclopentyl-9H-purin-2-ylamino)cyclohexanol (1 mmol, 1 eq.) and succinic anhydride (10 mmol, 10 eq.) were mixed in 25 mL pyridine and stirred at room temperature for 3 days. The mixture was heated at 50° C. for about 10 hours and the solvent was subsequently evaporated. The residue was recrystallized from acetone/MeOH to give the desired product. The reactants are C(C1=CC=CC=C1)N1CC(CC1)OC(CCCCC)=O ((RS)-N-benzyl-3-hexanoyloxypyrrolidine). Run in P(=O)([O-])([O-])[O-] (phosphate). Product: C(C1=CC=CC=C1)N1CC(CC1)O (N-benzyl-3-hydroxypyrrolidine). Reaction SMILES: [CH2:1]([N:8]1[CH2:12][CH2:11][CH:10]([O:13]C(=O)CCCCC)[CH2:9]1)[C:2]1[CH:7]=[CH:6][CH:5]=[CH:4][CH:3]=1>P([O-])([O-])([O-])=O>[CH2:1]([N:8]1[CH2:12][CH2:11][CH:10]([OH:13])[CH2:9]1)[C:2]1[CH:3]=[CH:4][CH:5]=[CH:6][CH:7]=1. Reported procedure: First, 10 g of (RS)-N-benzyl-3-hexanoyloxypyrrolidine and one of the commercially available enzymes listed in Table 3 were added to 100 ml of 0.1 M phosphate buffer (pH 7.0). This mixture was allowed to react at 40° C. with agitation for 22-120 hours. Then, the unreacted (RS)-N-benzyl-3-hexanoyloxypyrrolidine was recovered by three extractions from the reaction mixture with equal volumes of hexane. The aqueous phase was then adjusted to pH 13 by the addition of NaOH, and the hydrolyzed N-benzyl-... Reactants: CC(C)O, CC(C)(C)OC(=O)n1c(-c2cnc(Cl)o2)cc2cc(F)ccc21, CS(=O)(=O)Nc1cccc(N)c1. Yields the product CC(C)(C)OC(=O)n1c(-c2cnc(Nc3cccc(NS(C)(=O)=O)c3)o2)cc2cc(F)ccc21. Reaction SMILES: [CH3:36][CH:37]([OH:38])[CH3:39].[Cl:1][c:2]1[o:3][c:4](-[c:7]2[n:8]([C:17](=[O:18])[O:19][C:20]([CH3:21])([CH3:22])[CH3:23])[c:9]3[cH:10][cH:11][c:12]([F:16])[cH:13][c:14]3[cH:15]2)[cH:5][n:6]1.[NH2:24][c:25]1[cH:26][c:27]([NH:31][S:32](=[O:33])(=[O:34])[CH3:35])[cH:28][cH:29][cH:30]1>>[c:2]1([NH:24][c:25]2[cH:26][c:27]([NH:31][S:32](=[O:33])(=[O:34])[CH3:35])[cH:28][cH:29][cH:30]2)[o:3][c:4](-[c:7]2[n:8]([C:17](=[O:18])[O:19][C:20]([CH3:21])([CH3:22])[CH3:23])[c:9]3[cH:10][cH:11][c:12]([F:16])[cH:13][c:14]3[cH:15]2)[cH:5][n:6]1. The reactants are ClC1=C(C=CC(=C1)Cl)C(C(N1N=CN=C1)F)O (1-(2,4-dichlorophenyl)-2-fluoro-2-(1H-1,2,4-triazolyl)ethanol), [N+](=O)([O-])C1=CC=C(C=C1)F (4-nitrofluorobenzene), 2n, [OH-].[Na+] (NaOH). Reagents/catalysts: [Br-].C(CCC)[N+](CCCC)(CCCC)CCCC (tetrabutylammonium bromide). Run in C(C)OCC (diethyl ether). Conditions: time 20 hour. Yields the product ClC1=C(C=CC(=C1)Cl)C(C(N1N=CN=C1)F)OC1=CC=C(C=C1)[N+](=O)[O-] (1-(2,4-dichlorophenyl)-1-(4-nitrophenoxy)-2-fluoro-2-(1H-1,2,4-triazol-1-yl)ethane). RXN SMILES: [Cl:1][C:2]1[CH:7]=[C:6]([Cl:8])[CH:5]=[CH:4][C:3]=1[CH:9]([OH:17])[CH:10]([F:16])[N:11]1[CH:15]=[N:14][CH:13]=[N:12]1.[OH-].[Na+].[N+:20]([C:23]1[CH:28]=[CH:27][C:26](F)=[CH:25][CH:24]=1)([O-:22])=[O:21]>[Br-].C([N+](CCCC)(CCCC)CCCC)CCC.C(OCC)C>[Cl:1][C:2]1[CH:7]=[C:6]([Cl:8])[CH:5]=[CH:4][C:3]=1[CH:9]([O:17][C:26]1[CH:27]=[CH:28][C:23]([N+:20]([O-:22])=[O:21])=[CH:24][CH:25]=1)[CH:10]([F:16])[N:11]1[CH:15]=[N:14][CH:13]=[N:12]1 |f:1.2,4.5|. Procedure: With efficient stirring, 27.6 g of 1-(2,4-dichlorophenyl)-2-fluoro-2-(1H-1,2,4-triazolyl)ethanol (prepared in accordance with Example P1a) were added to a mixture of 250 ml of 2n NaOH solution, 250 ml of diethyl ether and 0.5 g of tetrabutylammonium bromide. 25 ml of 4-nitrofluorobenzene are added at 20° C. to this mixture, which is stirred for another 20 hours at room temperature. The separated ethereal phase is washed with water until neutral, dried over sodium sulfate, filtered and concentrat... The reactants are N#CCBr, O=C([O-])[O-], CC#N, [K+], [K+], Oc1cccc2cc[nH]c12. Product: N#CCOc1cccc2cc[nH]c12. Reaction SMILES: [Br:17][CH2:18][C:19]#[N:20].[C:11](=[O:12])([O-:13])[O-:14].[CH3:21][C:22]#[N:23].[K+:15].[K+:16].[OH:1][c:2]1[cH:3][cH:4][cH:5][c:6]2[cH:7][cH:8][nH:9][c:10]12>>[O:1]([c:2]1[cH:3][cH:4][cH:5][c:6]2[cH:7][cH:8][nH:9][c:10]12)[CH2:18][C:19]#[N:20]. The reactants are N1C(CC=2C1=NC=CC2)=O (1H-pyrrolo[2,3-b]pyridin-2(3H)-one), N1=C(C=CC=C1)/C=C/C1=NNC2=CC(=CC=C12)C=O ((E)-3-(2-(pyridin-2-yl)vinyl)-1H-indazole-6-carbaldehyde). The product is N1=C(C=CC=C1)/C=C/C1=NNC2=CC(=CC=C12)\C=C/1\C(NC2=NC=CC=C21)=O ((E)-3-((3-((E)-2-(pyridin-2-yl)vinyl)-1H-indazol-6-yl)methylene)-1H-pyrrolo[2,3-b]pyridin-2(3H)-one). The yield is 28.2%. As a reaction SMILES: [NH:1]1[C:5]2=[N:6][CH:7]=[CH:8][CH:9]=[C:4]2[CH2:3][C:2]1=[O:10].[N:11]1[CH:16]=[CH:15][CH:14]=[CH:13][C:12]=1/[CH:17]=[CH:18]/[C:19]1[C:27]2[C:22](=[CH:23][C:24]([CH:28]=O)=[CH:25][CH:26]=2)[NH:21][N:20]=1>>[N:11]1[CH:16]=[CH:15][CH:14]=[CH:13][C:12]=1/[CH:17]=[CH:18]/[C:19]1[C:27]2[C:22](=[CH:23][C:24](/[CH:28]=[C:3]3/[C:2](=[O:10])[NH:1][C:5]4[C:4]/3=[CH:9][CH:8]=[CH:7][N:6]=4)=[CH:25][CH:26]=2)[NH:21][N:20]=1. Procedure details: The title compound (7 mg, 21%) was synthesized as yellow solid according to the method described for Example A67 using 1H-pyrrolo[2,3-b]pyridin-2(3H)-one (9.3 mg, 0.07 mmol) and (E)-3-(2-(pyridin-2-yl)vinyl)-1H-indazole-6-carbaldehyde (17 mg, 0.068 mmol). 1H NMR (400 MHz, DMSO-d6) δ 13.53 (s, 1H, NH), 11.27 (s, 1H, NH), 8.62 (d, J=4.0 Hz, 1H), 8.35 (d, J=8.4 Hz, 1H), 8.12 (d, J=5.2 Hz, 1H), 8.02-7.89 (m, 4H), 7.82 (t, J=8.0 Hz, 1H), 7.69 (d, J=7.6 Hz, 1H), 7.63 (d, J=16.8 Hz, 1H), 7.56 (d, J=8.4... Starting materials: O=O (O2), FC(C1=NC2=C(C=CC=C2C(=C1)C(=O)C1=NC=CC=C1)C(F)(F)F)(F)F (2-pyridyl 2,8-bis(trifluoromethyl)-4-quinolyl ketone). Run in C1(=CC=CC=C1)C (toluene). Product: N1=C(C=CC=C1)[C@H](O)C1=CC(=NC2=C(C=CC=C12)C(F)(F)F)C(F)(F)F ((R)-α-(2-pyridyl)-2,8-bis(trifluoromethyl)-4-quinolinemethanol). Isolated yield 85.3%. As a reaction SMILES: O=O.[F:3][C:4]([F:28])([F:27])[C:5]1[CH:14]=[C:13]([C:15]([C:17]2[CH:22]=[CH:21][CH:20]=[CH:19][N:18]=2)=[O:16])[C:12]2[C:7](=[C:8]([C:23]([F:26])([F:25])[F:24])[CH:9]=[CH:10][CH:11]=2)[N:6]=1>C1(C)C=CC=CC=1>[N:18]1[CH:19]=[CH:20][CH:21]=[CH:22][C:17]=1[C@@H:15]([C:13]1[C:12]2[C:7](=[C:8]([C:23]([F:24])([F:25])[F:26])[CH:9]=[CH:10][CH:11]=2)[N:6]=[C:5]([C:4]([F:28])([F:3])[F:27])[CH:14]=1)[OH:16]. Procedure: A 500 ml autoclave was loaded in a glove box (O2 content<1 ppm) with 14.8 g (40 mmol) of 2-pyridyl 2,8-bis(trifluoromethyl)-4-quinolyl ketone, with the catalyst solution prepared above and with 134 ml of toluene. The hydrogenation was carried out at 60°, at a constant pressure of 60 bar H2 and while stirring intensively. After a hydrogenation time of 19 hours the conversion was 100° (TLC). The hydrogenation solution was evaporated on a rotary evaporator at 45°/20 mbar. For the crystallization of... Starting materials: O=C([O-])[O-], CN(C)C=O, O=C1C2=C(CCCC2)C(=O)N1c1cc(O)c(Cl)cc1F, CCCCCOC(=O)CCl, [K+], [K+], O. Product: CCCCCOC(=O)COc1cc(N2C(=O)C3=C(CCCC3)C2=O)c(F)cc1Cl. RXN SMILES: [C:21](=[O:22])([O-:23])[O-:24].[CH3:38][N:39]([CH3:40])[CH:41]=[O:42].[Cl:1][c:2]1[cH:3][c:4]([F:20])[c:5]([N:9]2[C:10](=[O:19])[C:11]3=[C:12]([C:13]2=[O:14])[CH2:15][CH2:16][CH2:17][CH2:18]3)[cH:6][c:7]1[OH:8].[Cl:27][CH2:28][C:29](=[O:30])[O:31][CH2:32][CH2:33][CH2:34][CH2:35][CH3:36].[K+:25].[K+:26].[OH2:37]>>[Cl:1][c:2]1[cH:3][c:4]([F:20])[c:5]([N:9]2[C:10](=[O:19])[C:11]3=[C:12]([C:13]2=[O:14])[CH2:15][CH2:16][CH2:17][CH2:18]3)[cH:6][c:7]1[O:8][CH2:28][C:29](=[O:30])[O:31][CH2:32][CH2:33][CH2:34][CH2:35][CH3:36]. Starting materials: COC=1N=C2C(=CC=NC2=CC1)C=O (6-methoxy-[1,5]naphthyridine-4-carbaldehyde), COC(C(P(=O)(OC)OC)NC(=O)OCC1=CC=CC=C1)=O (benzyloxycarbonylamino-(dimethoxy-phosphoryl)-acetic acid methyl ester), CC(OCC)=O (EA), C1CCC2=NCCCN2CC1 (DBU). Run in C(Cl)Cl (DCM), C(Cl)Cl (DCM), C(Cl)Cl (DCM). Reaction conditions: temperature 0 celsius, time 15 minute. Product: COC(/C(=C/C1=CC=NC2=CC=C(N=C12)OC)/NC(=O)OCC1=CC=CC=C1)=O ((Z)-2-benzyloxycarbonylamino-3-(6-methoxy-[1,5]naphthyridin-4-yl)-acrylic acid methyl ester). The yield is 97.6%. As a reaction SMILES: [CH3:1][O:2][C:3](=[O:22])[CH:4]([NH:11][C:12]([O:14][CH2:15][C:16]1[CH:21]=[CH:20][CH:19]=[CH:18][CH:17]=1)=[O:13])P(OC)(OC)=O.C1CCN2C(=NCCC2)CC1.[CH3:34][O:35][C:36]1[N:37]=[C:38]2[C:43](=[CH:44][CH:45]=1)[N:42]=[CH:41][CH:40]=[C:39]2[CH:46]=O.CC(=O)OCC>C(Cl)Cl>[CH3:1][O:2][C:3](=[O:22])/[C:4](/[NH:11][C:12]([O:14][CH2:15][C:16]1[CH:17]=[CH:18][CH:19]=[CH:20][CH:21]=1)=[O:13])=[CH:46]/[C:39]1[C:38]2[C:43](=[CH:44][CH:45]=[C:36]([O:35][CH3:34])[N:37]=2)[N:42]=[CH:41][CH:40]=1. Procedure details: A solution of benzyloxycarbonylamino-(dimethoxy-phosphoryl)-acetic acid methyl ester (2.07 g, 6.25 mmol) in DCM (10 mL) was cooled to 0° C. and DBU (0.95 g, 6.25 mmol) was added dropwise. The mixture was stirred at 0° C. for 15 min and then added via syringe dropwise to a suspension of 6-methoxy-[1,5]naphthyridine-4-carbaldehyde (0.94 g, 5 mmol) in DCM (15 mL) at 0° C. The mixture was stirred at 0° C. for 1 h, diluted with DCM, washed with water, dried over MgSO4 and concentrated. Chromatography... The reactants are C(C)C1(C(CCC1)O)C(=O)OCC (ethyl 1-ethyl-2-hydroxy-cyclopentane carboxylate), C(C)(=O)OC(C)=O (acetic anhydride). The reagents and catalysts are S(O)(O)(=O)=O (sulfuric acid). The solvent is C(Cl)Cl (methylene chloride). The product is C(C)C1(C(CCC1)OC(C)=O)C(=O)OCC (Ethyl 1-ethyl-2-acetoxy-cyclopentane carboxylate). As a reaction SMILES: [CH2:1]([C:3]1([C:9]([O:11][CH2:12][CH3:13])=[O:10])[CH2:7][CH2:6][CH2:5][CH:4]1[OH:8])[CH3:2].[C:14](OC(=O)C)(=[O:16])[CH3:15]>C(Cl)Cl.S(=O)(=O)(O)O>[CH2:1]([C:3]1([C:9]([O:11][CH2:12][CH3:13])=[O:10])[CH2:7][CH2:6][CH2:5][CH:4]1[O:8][C:14](=[O:16])[CH3:15])[CH3:2]. Reported procedure: 5.58 grams of ethyl 1-ethyl-2-hydroxy-cyclopentane carboxylate obtained in Example 15 was diluted with 50 ml of methylene chloride. To the solution were added several drops of concentrated sulfuric acid, then dropwise added 4.32 ml of acetic anhydride. The mixture was allowed to react under reflux condition for 2 hours. The reaction mixture was washed with 50 ml of ethyl acetate and 50 ml of water, and organic layer was separated. Then the organic layer was washed with 10% aqueous solution of so...